Dataset: the Open Reaction Database (ORD), a public repository of structured organic reaction records. Task: describe an organic reaction: reactants, conditions, products, and yield Reactants: Cc1c(Br)ccc([N+](=O)[O-])c1Br, CN1CCCC1=O, ClCCl, N#C[Cu]. Product: Cc1c(Br)ccc([N+](=O)[O-])c1C#N. As a reaction SMILES: [Br:1][c:2]1[c:3]([CH3:12])[c:4]([Br:11])[cH:5][cH:6][c:7]1[N+:8](=[O:9])[O-:10].[CH3:16][N:17]1[CH2:18][CH2:19][CH2:20][C:21]1=[O:22].[Cl:23][CH2:24][Cl:25].[Cu:13][C:14]#[N:15]>>[c:2]1([C:14]#[N:15])[c:3]([CH3:12])[c:4]([Br:11])[cH:5][cH:6][c:7]1[N+:8](=[O:9])[O-:10].